From a dataset of the Open Reaction Database (ORD), a public repository of structured organic reaction records. describe an organic reaction: reactants, conditions, products, and yield Reactants: CN(P(N(C)C)(N(C)C)=O)C (hexamethylphosphoric triamide), C[O-].[Na+] (sodium methoxide), C1(=CC=CC=C1)C (toluene), COC1=C(C(=O)C2=C(C=NC=C2Cl)Cl)C(=CC(=C1OC)OC)C (4-(2,3,4-trimethoxy-6-methylbenzoyl)-3,5-dichloropyridine). Run in O (water). Product: COC1=C(C(=O)C2=C(C=NC=C2OC)Cl)C(=CC(=C1OC)OC)C (4-(2,3,4-trimethoxy-6-methylbenzoyl)-3-chloro-5-methoxypyridine). Isolated yield 690.4%. As a reaction SMILES: CN(C)P(=O)(N(C)C)N(C)C.[CH3:12][O-:13].[Na+].C1(C)C=CC=CC=1.[CH3:22][O:23][C:24]1[C:39]([O:40][CH3:41])=[C:38]([O:42][CH3:43])[CH:37]=[C:36]([CH3:44])[C:25]=1[C:26]([C:28]1[C:33]([Cl:34])=[CH:32][N:31]=[CH:30][C:29]=1Cl)=[O:27]>O>[CH3:22][O:23][C:24]1[C:39]([O:40][CH3:41])=[C:38]([O:42][CH3:43])[CH:37]=[C:36]([CH3:44])[C:25]=1[C:26]([C:28]1[C:29]([O:13][CH3:12])=[CH:30][N:31]=[CH:32][C:33]=1[Cl:34])=[O:27] |f:1.2|. Reported procedure: 5.0 g (2.8 mmol) of hexamethylphosphoric triamide and 1.1 g (2.1 mmol) of sodium methoxide were added to a toluene (60 ml) solution of 5.0 g (1.4 mmol) of 4-(2,3,4-trimethoxy-6-methylbenzoyl)-3,5-dichloropyridine (compound No. 191), followed by stirring under reflux by heating for 5 hours. After the mixture was cooled, 50 ml of water was added to the mixture to terminate the reaction, and ethyl acetate was added thereto for extraction. The organic layer was dried over anhydrous sodium sulfate an... Reactants: ClC=1C=NC=C(C1CC1=NN=CC2=CC(=CC=C12)OC)Cl (1-(3,5-dichloro-pyridin-4-ylmethyl)-6-methoxy-phthalazine), PtO2 hydrate. Solvent: C1CCOC1 (THF). Yields the product ClC=1C=NC=C(C1CC1=NNCC2=CC(=CC=C12)OC)Cl (4-(3,5-Dichloro-pyridin-4-ylmethyl)-7-methoxy-1,2-dihydro-phthalazine). Yield: 100.6%. Reaction SMILES: [Cl:1][C:2]1[CH:3]=[N:4][CH:5]=[C:6]([Cl:21])[C:7]=1[CH2:8][C:9]1[C:18]2[C:13](=[CH:14][C:15]([O:19][CH3:20])=[CH:16][CH:17]=2)[CH:12]=[N:11][N:10]=1>C1COCC1>[Cl:1][C:2]1[CH:3]=[N:4][CH:5]=[C:6]([Cl:21])[C:7]=1[CH2:8][C:9]1[C:18]2[C:13](=[CH:14][C:15]([O:19][CH3:20])=[CH:16][CH:17]=2)[CH2:12][NH:11][N:10]=1. Procedure: A suspension of 1-(3,5-dichloro-pyridin-4-ylmethyl)-6-methoxy-phthalazine (23.5 g, 73.4 mmoles), prepared as described in example 5, and PtO2 hydrate (0.5 g, 2.2 mmoles) in THF (600 ml) was put in a hydrogenator at room temperature and 2 atmospheres. After 22 hours the mixture was filtered over celite and brought to dryness to give 23.8 g of the title compound (stoichiometric yield). m.p.: 181-183° C. The reactants are C1CCOC1, Cc1ccc(Sc2ccc(C=CC(=O)O)cc2[N+](=O)[O-])cc1, CCOC(C)=O, CO, [Na+], O=C([O-])O, O=S(Cl)Cl. Yields the product COC(=O)C=Cc1ccc(Sc2ccc(C)cc2)c([N+](=O)[O-])c1. RXN SMILES: [CH2:40]1[O:41][CH2:42][CH2:43][CH2:44]1.[CH3:1][c:2]1[cH:3][cH:4][c:5]([S:8][c:9]2[c:10]([N+:20](=[O:21])[O-:22])[cH:11][c:12]([CH:15]=[CH:16][C:17](=[O:18])[OH:19])[cH:13][cH:14]2)[cH:6][cH:7]1.[CH3:23][CH2:24][O:25][C:26](=[O:27])[CH3:28].[CH3:38][OH:39].[Na+:33].[OH:34][C:35](=[O:36])[O-:37].[S:29]([Cl:30])([Cl:31])=[O:32]>>[CH3:1][c:2]1[cH:3][cH:4][c:5]([S:8][c:9]2[c:10]([N+:20](=[O:21])[O-:22])[cH:11][c:12]([CH:15]=[CH:16][C:17](=[O:18])[O:19][CH3:23])[cH:13][cH:14]2)[cH:6][cH:7]1. Reactants: Cc1cc([N+](=O)[O-])cc(C)c1Oc1ccc(O)c(C(C)C)c1, CCO, CCOC(C)=O. The product is Cc1cc(N)cc(C)c1Oc1ccc(O)c(C(C)C)c1. Reaction SMILES: [CH3:1][c:2]1[c:3]([O:4][c:5]2[cH:6][c:7]([CH:12]([CH3:13])[CH3:14])[c:8]([OH:11])[cH:9][cH:10]2)[c:15]([CH3:22])[cH:16][c:17]([N+:19]([O-:20])=[O:21])[cH:18]1.[CH3:23][CH2:24][OH:25].[CH3:26][CH2:27][O:28][C:29]([CH3:30])=[O:31]>>[CH3:1][c:2]1[c:3]([O:4][c:5]2[cH:6][c:7]([CH:12]([CH3:13])[CH3:14])[c:8]([OH:11])[cH:9][cH:10]2)[c:15]([CH3:22])[cH:16][c:17]([NH2:19])[cH:18]1. The reactants are NC1=C(NCCCO)C=CC=C1OCC1=CC=CC=C1 (2-amino-3-benzyloxy-N-(3-hydroxypropyl)aniline), C(=S)(N1C=NC=C1)N1C=NC=C1 (1,1′-thiocarbonyldiimidazole). The solvent is C(Cl)(Cl)Cl (chloroform). Run at time 2 hour. Product: C(C1=CC=CC=C1)OC1=CC=CC=2N(C(NC21)=S)CCCO (4-benzyloxy-1-(3-hydroxypropyl)-2-thioxo-2,3-dihydro-1H-benzimidazole). Yield: 65.0%. As a reaction SMILES: [NH2:1][C:2]1[C:12]([O:13][CH2:14][C:15]2[CH:20]=[CH:19][CH:18]=[CH:17][CH:16]=2)=[CH:11][CH:10]=[CH:9][C:3]=1[NH:4][CH2:5][CH2:6][CH2:7][OH:8].[C:21](N1C=CN=C1)(N1C=CN=C1)=[S:22]>C(Cl)(Cl)Cl>[CH2:14]([O:13][C:12]1[C:2]2[NH:1][C:21](=[S:22])[N:4]([CH2:5][CH2:6][CH2:7][OH:8])[C:3]=2[CH:9]=[CH:10][CH:11]=1)[C:15]1[CH:20]=[CH:19][CH:18]=[CH:17][CH:16]=1. Procedure: To a solution of 2-amino-3-benzyloxy-N-(3-hydroxypropyl)aniline (100 mg) in chloroform (2 ml) was added 1,1′-thiocarbonyldiimidazole (72.7 mg) at ambient temperature, and the mixture was stirred for 2 hours at the same temperature and refluxed for 5 hours. The reaction mixture was washed with water and brine, dried over magnesium sulfate and evaporated in vacuo. The residue was purified by preparative thin layer chromatography (chloroform:methanol=10:1, v/v) to give 4-benzyloxy-1-(3-hydroxypropy... Reactants: CN(C)CCN1CCCc2cc(N)ccc21, CCO, I, CSC(=N)c1cccs1. Yields the product CN(C)CCN1CCCc2cc(NC(=N)c3cccs3)ccc21. Reaction SMILES: [CH3:1][N:2]([CH2:3][CH2:4][N:5]1[CH2:6][CH2:7][CH2:8][c:9]2[cH:10][c:11]([NH2:15])[cH:12][cH:13][c:14]21)[CH3:16].[CH3:27][CH2:28][OH:29].[IH:17].[s:18]1[c:19]([C:23](=[NH:24])[S:25][CH3:26])[cH:20][cH:21][cH:22]1>>[CH3:1][N:2]([CH2:3][CH2:4][N:5]1[CH2:6][CH2:7][CH2:8][c:9]2[cH:10][c:11]([NH:15][C:23]([c:19]3[s:18][cH:22][cH:21][cH:20]3)=[NH:24])[cH:12][cH:13][c:14]21)[CH3:16]. Starting materials: CNCCO, CC(C)O, CCCCCCCCCCCCI. Product: CCCCCCCCCCCCN(C)CCO. As a reaction SMILES: [CH3:14][NH:15][CH2:16][CH2:17][OH:18].[CH:19]([OH:20])([CH3:21])[CH3:22].[I:1][CH2:2][CH2:3][CH2:4][CH2:5][CH2:6][CH2:7][CH2:8][CH2:9][CH2:10][CH2:11][CH2:12][CH3:13]>>[CH2:2]([CH2:3][CH2:4][CH2:5][CH2:6][CH2:7][CH2:8][CH2:9][CH2:10][CH2:11][CH2:12][CH3:13])[N:15]([CH3:14])[CH2:16][CH2:17][OH:18]. Starting materials: ClCCl, COC(c1ccc(C(F)(F)F)cc1CN(Cc1cc(C(F)(F)F)cc(C(F)(F)F)c1)c1nnn(C)n1)C1CCNCC1, CC(=O)Cl, c1ccncc1. The product is COC(c1ccc(C(F)(F)F)cc1CN(Cc1cc(C(F)(F)F)cc(C(F)(F)F)c1)c1nnn(C)n1)C1CCN(C(C)=O)CC1. RXN SMILES: [CH2:53]([Cl:54])[Cl:55].[CH3:1][O:2][CH:3]([c:4]1[c:5]([CH2:6][N:7]([c:8]2[n:9][n:10][n:11]([CH3:13])[n:12]2)[CH2:14][c:15]2[cH:16][c:17]([C:25]([F:26])([F:27])[F:28])[cH:18][c:19]([C:21]([F:22])([F:23])[F:24])[cH:20]2)[cH:29][c:30]([C:33]([F:34])([F:35])[F:36])[cH:31][cH:32]1)[CH:37]1[CH2:38][CH2:39][NH:40][CH2:41][CH2:42]1.[CH3:49][C:50]([Cl:51])=[O:52].[cH:43]1[cH:44][cH:45][n:46][cH:47][cH:48]1>>[CH3:1][O:2][CH:3]([c:4]1[c:5]([CH2:6][N:7]([c:8]2[n:9][n:10][n:11]([CH3:13])[n:12]2)[CH2:14][c:15]2[cH:16][c:17]([C:25]([F:26])([F:27])[F:28])[cH:18][c:19]([C:21]([F:22])([F:23])[F:24])[cH:20]2)[cH:29][c:30]([C:33]([F:34])([F:35])[F:36])[cH:31][cH:32]1)[CH:37]1[CH2:38][CH2:39][N:40]([C:50]([CH3:49])=[O:52])[CH2:41][CH2:42]1.